From a dataset of the Open Reaction Database (ORD), a public repository of structured organic reaction records. describe an organic reaction: reactants, conditions, products, and yield The reactants are BrC=1C=C2C(C(=CN(C2=NC1)C1CC1)C(=O)OCC)=O (ethyl 6-bromo-1-cyclopropyl-4-oxo-1,4-dihydro-1,8-naphthyridine-3-carboxylate), BrC=1C=C2C(C(=CN(C2=NC1)C1CC1)C(=O)OCC)=O (ethyl 6-bromo-1-cyclopropyl-4-oxo-1,4-dihydro-1,8-naphthyridine-3-carboxylate), C(C)NC(NC1=CC(=C(C=N1)B(O)O)C=1SC=C(N1)C(F)(F)F)=O (6-(3-ethylureido)-4-(4-(trifluoromethyl)thiazol-2-yl)pyridin-3-ylboronic acid), C(C)NC(NC1=CC(=C(C=N1)B(O)O)C=1SC=C(N1)C(F)(F)F)=O (6-(3-ethylureido)-4-(4-(trifluoromethyl)thiazol-2-yl)pyridin-3-ylboronic acid), C([O-])([O-])=O.[Na+].[Na+] (sodium carbonate). Solvent: CN(C=O)C (dimethylformamide). Conditions: temperature 40 celsius, time 30 minute. The product is C1(CC1)N1C=C(C(C2=CC(=CN=C12)C=1C=NC(=CC1C=1SC=C(N1)C(F)(F)F)NC(NCC)=O)=O)C(=O)OCC (ethyl 1-cyclopropyl-6-{6-[(ethylcarbamoyl)amino]-4-[4-(trifluoromethyl)-1,3-thiazol-2-yl]pyridin-3-yl}-4-oxo-1,4-dihydro-1,8-naphthyridine-3-carboxylate). The yield is 20.7%. Reaction SMILES: Br[C:2]1[CH:3]=[C:4]2[C:9](=[N:10][CH:11]=1)[N:8]([CH:12]1[CH2:14][CH2:13]1)[CH:7]=[C:6]([C:15]([O:17][CH2:18][CH3:19])=[O:16])[C:5]2=[O:20].[CH2:21]([NH:23][C:24](=[O:44])[NH:25][C:26]1[N:31]=[CH:30][C:29](B(O)O)=[C:28]([C:35]2[S:36][CH:37]=[C:38]([C:40]([F:43])([F:42])[F:41])[N:39]=2)[CH:27]=1)[CH3:22].C(=O)([O-])[O-].[Na+].[Na+]>CN(C)C=O>[CH:12]1([N:8]2[C:9]3[C:4](=[CH:3][C:2]([C:29]4[CH:30]=[N:31][C:26]([NH:25][C:24](=[O:44])[NH:23][CH2:21][CH3:22])=[CH:27][C:28]=4[C:35]4[S:36][CH:37]=[C:38]([C:40]([F:43])([F:41])[F:42])[N:39]=4)=[CH:11][N:10]=3)[C:5](=[O:20])[C:6]([C:15]([O:17][CH2:18][CH3:19])=[O:16])=[CH:7]2)[CH2:14][CH2:13]1 |f:2.3.4|. Procedure details: In a round bottomed flask, ethyl 6-bromo-1-cyclopropyl-4-oxo-1,4-dihydro-1,8-naphthyridine-3-carboxylate (Intermediate 16, 200 mg, 0.59 mmol), 6-(3-ethylureido)-4-(4-(trifluoromethyl)thiazol-2-yl)pyridin-3-ylboronic acid (Intermediate 9, 367 mg, 0.83 mmol) and sodium carbonate (125 mg, 1.18 mmol) were combined and suspended in dimethylformamide (10 mL). Argon gas was purged through the above suspension for 15 min. At the end of this period, tetrakis (triphenylphosphine) palladium (68 mg, 0.05 mM... Starting materials: BrB(Br)Br, ClCCl, COc1cccc(-n2ncc3c(NCC(O)(CC(C)(C)c4cc(F)ccc4OC)C(F)(F)F)cc(C)cc32)c1. The product is COc1ccc(F)cc1C(C)(C)CC(O)(CNc1cc(C)cc2c1cnn2-c1cccc(O)c1)C(F)(F)F. As a reaction SMILES: [B:40]([Br:41])([Br:42])[Br:43].[Cl:44][CH2:45][Cl:46].[F:1][C:2]([C:3]([CH2:4][C:5]([CH3:6])([CH3:7])[c:8]1[c:9]([O:15][CH3:16])[cH:10][cH:11][c:12]([F:14])[cH:13]1)([OH:17])[CH2:18][NH:19][c:20]1[c:21]2[cH:22][n:23][n:24](-[c:30]3[cH:31][c:32]([O:36][CH3:37])[cH:33][cH:34][cH:35]3)[c:25]2[cH:26][c:27]([CH3:29])[cH:28]1)([F:38])[F:39]>>[F:1][C:2]([C:3]([CH2:4][C:5]([CH3:6])([CH3:7])[c:8]1[c:9]([O:15][CH3:16])[cH:10][cH:11][c:12]([F:14])[cH:13]1)([OH:17])[CH2:18][NH:19][c:20]1[c:21]2[cH:22][n:23][n:24](-[c:30]3[cH:31][c:32]([OH:36])[cH:33][cH:34][cH:35]3)[c:25]2[cH:26][c:27]([CH3:29])[cH:28]1)([F:38])[F:39]. Starting materials: CC(C)=O, Oc1ccc(OC(F)(F)F)cc1, C=C(CI)CO[Si](C)(C)C(C)(C)C, [K+], [K+], O=C([O-])[O-]. The product is C=C(COc1ccc(OC(F)(F)F)cc1)CO[Si](C)(C)C(C)(C)C. Reaction SMILES: [CH3:32][C:33](=[O:34])[CH3:35].[F:14][C:15]([O:16][c:17]1[cH:18][cH:19][c:20]([OH:23])[cH:21][cH:22]1)([F:24])[F:25].[I:1][CH2:2][C:3]([CH2:4][O:5][Si:6]([CH3:7])([CH3:8])[C:9]([CH3:10])([CH3:11])[CH3:12])=[CH2:13].[K+:26].[K+:27].[O-:28][C:29]([O-:30])=[O:31]>>[CH2:2]([C:3]([CH2:4][O:5][Si:6]([CH3:7])([CH3:8])[C:9]([CH3:10])([CH3:11])[CH3:12])=[CH2:13])[O:23][c:20]1[cH:19][cH:18][c:17]([O:16][C:15]([F:14])([F:24])[F:25])[cH:22][cH:21]1. Starting materials: C1CCOC1, CCOC(C)=O, O=C(OC(=O)C(F)(F)F)C(F)(F)F, [Na+], [Na+], O=C([O-])[O-], Oc1ccc(C2C(c3ccc(OCCN4CCCCC4)cc3)Oc3cc(O)ccc3C2(O)C(F)(F)F)cc1, c1ccncc1. Product: Oc1ccc(C2=C(C(F)(F)F)c3ccc(O)cc3OC2c2ccc(OCCN3CCCCC3)cc2)cc1. RXN SMILES: [CH2:64]1[O:65][CH2:66][CH2:67][CH2:68]1.[CH3:69][CH2:70][O:71][C:72](=[O:73])[CH3:74].[F:1][C:2]([F:3])([F:4])[C:5]([O:6][C:7](=[O:8])[C:9]([F:10])([F:11])[F:12])=[O:13].[Na+:58].[Na+:59].[O-:60][C:61](=[O:62])[O-:63].[OH:20][C:21]1([C:54]([F:55])([F:56])[F:57])[CH:22]([c:47]2[cH:48][cH:49][c:50]([OH:53])[cH:51][cH:52]2)[CH:23]([c:32]2[cH:33][cH:34][c:35]([O:38][CH2:39][CH2:40][N:41]3[CH2:42][CH2:43][CH2:44][CH2:45][CH2:46]3)[cH:36][cH:37]2)[O:24][c:25]2[c:26]1[cH:27][cH:28][c:29]([OH:31])[cH:30]2.[cH:14]1[cH:15][cH:16][n:17][cH:18][cH:19]1>>[C:21]1([C:54]([F:55])([F:56])[F:57])=[C:22]([c:47]2[cH:48][cH:49][c:50]([OH:53])[cH:51][cH:52]2)[CH:23]([c:32]2[cH:33][cH:34][c:35]([O:38][CH2:39][CH2:40][N:41]3[CH2:42][CH2:43][CH2:44][CH2:45][CH2:46]3)[cH:36][cH:37]2)[O:24][c:25]2[c:26]1[cH:27][cH:28][c:29]([OH:31])[cH:30]2. The product is ClC1=C(OCC(=O)NC2=CC(=CC=C2)S(=O)(=O)CCO)C=CC(=C1)Cl (2-(2,4-dichloro-phenoxy)-N-[3-(2-hydroxy-ethanesulfonyl)-phenyl]-acetamide), foam. Yield: 10.6%. The reactants are ClC1=C(OCC(=O)O)C=CC(=C1)Cl (2,4-dichlorophenoxyacetic acid), NC=1C=C(C=CC1)S(=O)(=O)CCO (2-(3-amino-benzenesulfonyl)-ethanol), Cl.CN(CCCN=C=NCC)C (N-(3-dimethylaminopropyl)-N′-ethyl carbodiimide HCl), ON1N=NC2=C1C=CC=C2 (1-hydroxybenzotriazole), C(C)(C)N(C(C)C)CC (N,N-diisopropylethylamine). Run at time 8 hour. Reaction SMILES: [Cl:1][C:2]1[CH:12]=[C:11]([Cl:13])[CH:10]=[CH:9][C:3]=1[O:4][CH2:5][C:6]([OH:8])=O.[NH2:14][C:15]1[CH:16]=[C:17]([S:21]([CH2:24][CH2:25][OH:26])(=[O:23])=[O:22])[CH:18]=[CH:19][CH:20]=1.Cl.CN(C)CCCN=C=NCC.ON1C2C=CC=CC=2N=N1.C(N(CC)C(C)C)(C)C>CN(C=O)C>[Cl:1][C:2]1[CH:12]=[C:11]([Cl:13])[CH:10]=[CH:9][C:3]=1[O:4][CH2:5][C:6]([NH:14][C:15]1[CH:20]=[CH:19][CH:18]=[C:17]([S:21]([CH2:24][CH2:25][OH:26])(=[O:23])=[O:22])[CH:16]=1)=[O:8] |f:2.3|. The solvent is CN(C)C=O (DMF). Procedure: To 2,4-dichlorophenoxyacetic acid (110.6 mg, 0.5 mmol), 2-(3-amino-benzenesulfonyl)-ethanol (151.0 mg, 0.75 mmol), N-(3-dimethylaminopropyl)-N′-ethyl carbodiimide HCl (EDC) (143.8 mg, 0.75 mmol) and 1-hydroxybenzotriazole (HOBt) (102.1 mg, 0.75 mmol) in DMF (5 mL) was added N,N-diisopropylethylamine, redistilled (DIPEA) (0.13 ml, 0.75 mmol). The mixture was stirred overnight and then partitioned between ethyl acetate and 10% HCl. The organic phase was washed with brine, dried (MgSO4 anh), and co...